From a dataset of the Open Reaction Database (ORD), a public repository of structured organic reaction records. describe an organic reaction: reactants, conditions, products, and yield The reactants are poly-Hunig base, S(=O)(Cl)Cl (thionyl chloride), [N+](=O)([O-])C1=CC=C(COC(C(O)N2C(C[C@H]2SC(C)=O)=O)=O)C=C1 (2-[(4R)-4-acetylthio-2-oxoazetidin-1-yl]-2-hydroxyacetic acid p-nitrobenzyl ester). Run in O1CCOCC1 (dioxan), O1CCOCC1 (dioxan). Run at time 1.5 hour. The product is [N+](=O)([O-])C1=CC=C(COC(C(Cl)N2C(C[C@H]2SC(C)=O)=O)=O)C=C1 (2-[(4R)-4-acetylthio-2-oxoazetidin-1-yl]-2-chloroacetic acid p-nitrobenzyl ester). RXN SMILES: S(Cl)([Cl:3])=O.[N+:5]([C:8]1[CH:28]=[CH:27][C:11]([CH2:12][O:13][C:14](=[O:26])[CH:15]([N:17]2[C@H:20]([S:21][C:22](=[O:24])[CH3:23])[CH2:19][C:18]2=[O:25])O)=[CH:10][CH:9]=1)([O-:7])=[O:6]>O1CCOCC1>[N+:5]([C:8]1[CH:28]=[CH:27][C:11]([CH2:12][O:13][C:14](=[O:26])[CH:15]([N:17]2[C@H:20]([S:21][C:22](=[O:24])[CH3:23])[CH2:19][C:18]2=[O:25])[Cl:3])=[CH:10][CH:9]=1)([O-:7])=[O:6]. Procedure details: A solution of 2.86 g (~24 mmol) of thionyl chloride in 20 ml of dioxan is added dropwise to a suspension, stirred at room temperature, of 12 g of poly-Hunig base is a solution of 2.83 g (7.59 mmol) of 2-[(4R)-4-acetylthio-2-oxoazetidin-1-yl]-2-hydroxyacetic acid p-nitrobenzyl ester in 100 ml of dioxan. The mixture is stirred for 1.5 hours at room temperature and filtered off from the poly-Hunig base, which is subsequently washed with dioxan. The filtrate is concentrated in vacuo. The 2-[(4R)-4-a...